Task: describe an organic reaction: reactants, conditions, products, and yield. Dataset: the Open Reaction Database (ORD), a public repository of structured organic reaction records Starting materials: COC(=O)C(CCN1C(=O)c2ccccc2C1=O)Oc1c(Br)cc(-c2c(Br)ccc3sc4ccccc4c23)cc1Br, [I-], [Li+], c1ccncc1. Yields the product O=C(O)C(CCN1C(=O)c2ccccc2C1=O)Oc1c(Br)cc(-c2c(Br)ccc3sc4ccccc4c23)cc1Br. As a reaction SMILES: [CH3:1][O:2][C:3]([CH:4]([CH2:5][CH2:6][N:7]1[C:8](=[O:17])[c:9]2[cH:10][cH:11][cH:12][cH:13][c:14]2[C:15]1=[O:16])[O:18][c:19]1[c:20]([Br:40])[cH:21][c:22](-[c:26]2[c:27]([Br:39])[cH:28][cH:29][c:30]3[s:31][c:32]4[c:33]([c:34]23)[cH:35][cH:36][cH:37][cH:38]4)[cH:23][c:24]1[Br:25])=[O:41].[I-:42].[Li+:43].[cH:44]1[cH:45][cH:46][n:47][cH:48][cH:49]1>>[O:2]=[C:3]([CH:4]([CH2:5][CH2:6][N:7]1[C:8](=[O:17])[c:9]2[cH:10][cH:11][cH:12][cH:13][c:14]2[C:15]1=[O:16])[O:18][c:19]1[c:20]([Br:40])[cH:21][c:22](-[c:26]2[c:27]([Br:39])[cH:28][cH:29][c:30]3[s:31][c:32]4[c:33]([c:34]23)[cH:35][cH:36][cH:37][cH:38]4)[cH:23][c:24]1[Br:25])[OH:41].